The task is: describe an organic reaction: reactants, conditions, products, and yield. This data is from the Open Reaction Database (ORD), a public repository of structured organic reaction records. The reactants are O=C([O-])[O-], CN(C)C=O, COc1cc(Cl)c([N+](=O)[O-])cc1O, COc1cccc(F)c1CBr, [K+], [K+], O. The product is COc1cc(Cl)c([N+](=O)[O-])cc1OCc1c(F)cccc1OC. Reaction SMILES: [C:25](=[O:26])([O-:27])[O-:28].[CH3:32][N:33]([CH3:34])[CH:35]=[O:36].[Cl:1][c:2]1[cH:3][c:4]([O:12][CH3:13])[c:5]([OH:11])[cH:6][c:7]1[N+:8](=[O:9])[O-:10].[F:14][c:15]1[c:16]([CH2:17][Br:18])[c:19]([O:23][CH3:24])[cH:20][cH:21][cH:22]1.[K+:29].[K+:30].[OH2:31]>>[Cl:1][c:2]1[cH:3][c:4]([O:12][CH3:13])[c:5]([O:11][CH2:17][c:16]2[c:15]([F:14])[cH:22][cH:21][cH:20][c:19]2[O:23][CH3:24])[cH:6][c:7]1[N+:8](=[O:9])[O-:10]. Solvent: C(CC)(=O)OC(CC)=O (propionic anhydride). The product is C(C)C=1OC2=C(C(C1C(CC)=O)=O)C=CC(=C2)OC(CC)=O (2-ethyl-7-(1-oxopropoxy)-3-(1-oxopropyl)-4H-1-benzopyran-4-one). Procedure details: A solution of 5 g (32.2.10-3 mol) of 1-(2,4-dihydroxyphenyl)ethanone and 4 g (48.8.10-3 mol) of sodium acetate in 40 ml of propionic anhydride is kept at a temperature of 170° C. under an inert atmosphere for 20 hours. The reaction mixture is hydrolyzed in the presence of sodium bicarbonate and the product is extracted with ethyl acetate and then washed with water. The organic phase obtained is dried over magnesium sulfate. The solvent is evaporated off under reduced pressure. After the addition... As a reaction SMILES: [OH:1][C:2]1[CH:7]=[C:6]([OH:8])[CH:5]=[CH:4][C:3]=1[C:9](=O)C.[C:12]([O-])(=O)C.[Na+].[C:17](=[O:20])(O)[O-].[Na+].[CH3:22][CH2:23][CH2:24][CH2:25]CC.[C:28]([O:31][CH2:32][CH3:33])(=[O:30])[CH3:29]>C(OC(=O)CC)(=O)CC>[CH2:5]([C:6]1[O:8][C:23]2[CH:22]=[C:32]([O:31][C:28](=[O:30])[CH2:29][CH3:12])[CH:33]=[CH:25][C:24]=2[C:17](=[O:20])[C:7]=1[C:2](=[O:1])[CH2:3][CH3:9])[CH3:4] |f:1.2,3.4,5.6|. The yield is 20.0%. Reactants: CCCCCC.C(C)(=O)OCC (hexane ethyl acetate), OC1=C(C=CC(=C1)O)C(C)=O (1-(2,4-dihydroxyphenyl)ethanone), C(C)(=O)[O-].[Na+] (sodium acetate), C([O-])(O)=O.[Na+] (sodium bicarbonate). Starting materials: OOS(=O)[O-].[K+] (OXONE), N#N (N2), COC(C(NC(C)=O)=C)=O (N-acetyl-dehydroalanine methyl ester), COC1=CC=C(C=C1)S (4-methoxythiophenol), COC(C(NC(C)=O)CC1=CC=C(C=C1)SOC)=O (N-acetyl-β-(4-methoxythio-phenyl)-D,L-alanine methyl ester). Run in C(C)N(CC)CC (triethylamine), CO (methanol), CO (methanol), O (water). Run at time 2 hour. Yields the product COC(C(NC(C)=O)CS(=O)(=O)C1=CC=C(C=C1)OC)=O (N-acetyl-β-(4-methoxyphenylsulfonyl)-D,L-alanine methyl ester). Isolated yield 65.0%. RXN SMILES: N#N.[CH3:3][O:4][C:5](=[O:12])[C:6](=[CH2:11])[NH:7][C:8](=[O:10])[CH3:9].[CH3:13][O:14][C:15]1[CH:20]=[CH:19][C:18](S)=[CH:17][CH:16]=1.COC(=O)C(CC1C=CC(SOC)=CC=1)NC(=O)C.O[O:42][S:43]([O-:45])=O.[K+]>CO.O.C(N(CC)CC)C>[CH3:3][O:4][C:5](=[O:12])[CH:6]([CH2:11][S:43]([C:18]1[CH:19]=[CH:20][C:15]([O:14][CH3:13])=[CH:16][CH:17]=1)(=[O:45])=[O:42])[NH:7][C:8](=[O:10])[CH3:9] |f:4.5|. Procedure details: Part A: To a stirred degassed (N2) solution of (20 g, 139 mmol) of N-acetyl-dehydroalanine methyl ester in 400 mL of methanol was added (19.5 g, 139 mmol) of 4-methoxythiophenol followed by 14.0 g, 140 mmol) of triethylamine and the resulting solution stirred for 2 hours. The resulting N-acetyl-β-(4-methoxythio-phenyl)-D,L-alanine methyl ester was oxidized in situ by the addition of 800 mL of methanol, 160 mL of water followed by (250 g, 417 mmol) of OXONE®. The suspension was stirred for 3 hour... Reactants: ClCCl, CN(C)C=O, O=C(Cl)C(=O)Cl, O=C(O)c1cc(-c2ccccc2)c(C(F)(F)F)s1. Product: [Cl-], O=C(O)c1cc(-c2ccccc2)c(C(F)(F)F)s1. Reaction SMILES: [CH2:30]([Cl:31])[Cl:32].[CH3:25][N:26]([CH3:27])[CH:28]=[O:29].[Cl:1][C:2]([C:3]([Cl:4])=[O:5])=[O:6].[F:7][C:8]([c:9]1[c:10](-[c:17]2[cH:18][cH:19][cH:20][cH:21][cH:22]2)[cH:11][c:12]([C:14](=[O:15])[OH:16])[s:13]1)([F:23])[F:24]>>[Cl-:1].[F:7][C:8]([c:9]1[c:10](-[c:17]2[cH:18][cH:19][cH:20][cH:21][cH:22]2)[cH:11][c:12]([C:14](=[O:15])[OH:16])[s:13]1)([F:23])[F:24]. Product: COC(=O)c1cnc(N)c(C#Cc2cccc(NC(=O)c3occc3C)c2)c1. Reactants: C#Cc1cccc(NC(=O)c2occc2C)c1, CCOC(C)=O, CCN(C(C)C)C(C)C, [Cu]I, COC(=O)c1cnc(N)c(I)c1, CN(C)C=O, Cl[Pd]Cl, c1ccc(P(c2ccccc2)c2ccccc2)cc1, c1ccc(P(c2ccccc2)c2ccccc2)cc1. As a reaction SMILES: [C:1](#[CH:2])[c:3]1[cH:4][c:5]([NH:9][C:10](=[O:11])[c:12]2[o:13][cH:14][cH:15][c:16]2[CH3:17])[cH:6][cH:7][cH:8]1.[CH3:44][CH2:45][O:46][C:47]([CH3:48])=[O:49].[CH:30]([N:31]([CH2:32][CH3:33])[CH:34]([CH3:35])[CH3:36])([CH3:37])[CH3:38].[Cu:91][I:92].[NH2:18][c:19]1[n:20][cH:21][c:22]([C:23](=[O:24])[O:25][CH3:26])[cH:27][c:28]1[I:29].[O:39]=[CH:40][N:41]([CH3:42])[CH3:43].[Pd:50]([Cl:51])[Cl:52].[c:53]1([P:54]([c:55]2[cH:56][cH:57][cH:58][cH:59][cH:60]2)[c:61]2[cH:62][cH:63][cH:64][cH:65][cH:66]2)[cH:67][cH:68][cH:69][cH:70][cH:71]1.[c:72]1([P:73]([c:74]2[cH:75][cH:76][cH:77][cH:78][cH:79]2)[c:80]2[cH:81][cH:82][cH:83][cH:84][cH:85]2)[cH:86][cH:87][cH:88][cH:89][cH:90]1>>[C:1](#[C:2][c:28]1[c:19]([NH2:18])[n:20][cH:21][c:22]([C:23](=[O:24])[O:25][CH3:26])[cH:27]1)[c:3]1[cH:4][c:5]([NH:9][C:10](=[O:11])[c:12]2[o:13][cH:14][cH:15][c:16]2[CH3:17])[cH:6][cH:7][cH:8]1. Reactants: [OH-].[K+] (KOH), solution, CC1=C(N=C(O1)C1=CC=CC=C1)CCOS(=O)(=O)C (methanesulfonic acid 2-(5-methyl-2-phenyl-oxazol-4-yl)-ethyl ester), C1CCC=2C(=CC=CC12)O (4-indanol). The reagents and catalysts are S(=O)(=O)(O)[O-].C(CCC)[N+](CCCC)(CCCC)CCCC (tetrabutylammonium hydrogen sulfate). Run in O (H2O), O (water), C1(=CC=CC=C1)C (toluene). Reaction conditions: temperature 80 celsius, time 4 hour. Product: C1CCC2=C(C=CC=C12)OCCC=1N=C(OC1C)C1=CC=CC=C1 (4-[2-(indan-4-yloxy)-ethyl]-5-methyl-2-phenyl-oxazole). Yield: 107.9%. RXN SMILES: [CH3:1][C:2]1[O:6][C:5]([C:7]2[CH:12]=[CH:11][CH:10]=[CH:9][CH:8]=2)=[N:4][C:3]=1[CH2:13][CH2:14][O:15]S(C)(=O)=O.[CH2:20]1[C:28]2[CH:27]=[CH:26][CH:25]=[C:24](O)[C:23]=2[CH2:22][CH2:21]1.[OH-].[K+]>S([O-])(O)(=O)=O.C([N+](CCCC)(CCCC)CCCC)CCC.C1(C)C=CC=CC=1.O>[CH2:20]1[C:28]2[C:23](=[C:24]([O:15][CH2:14][CH2:13][C:3]3[N:4]=[C:5]([C:7]4[CH:12]=[CH:11][CH:10]=[CH:9][CH:8]=4)[O:6][C:2]=3[CH3:1])[CH:25]=[CH:26][CH:27]=2)[CH2:22][CH2:21]1 |f:2.3,4.5|. Reported procedure: 4.00 g of methanesulfonic acid 2-(5-methyl-2-phenyl-oxazol-4-yl)-ethyl ester [PCT Int. Appl. (2000) WO0008002] (14.22 mmol), 2.00 g of 4-indanol (14.93 mmol) and 487.6 mg of tetrabutylammonium hydrogen sulfate were dissolved in 65 ml of toluene and heated to 80° C. KOH was then slowly added (10.66 ml of a 2M solution in H2O, 21.33 mmol), keeping the temperature at 75-80° C. The resulting mixture was stirred for 4 hours at 80° C. 35 ml of water were added, the mixture stirred for another 5 minute... Starting materials: CC1(C)C(C(=O)O)C1C(Br)C(Cl)(Cl)Br, [Cl-], C=CC(O)c1cccc(Oc2ccccc2)c1, O, c1ccncc1, c1ccccc1. Yields the product C=CC(OC(=O)C1C(C(Br)C(Cl)(Cl)Br)C1(C)C)c1cccc(Oc2ccccc2)c1. Reaction SMILES: [CH3:25][C:26]1([CH3:38])[CH:27]([C:35](=[O:36])[OH:37])[CH:28]1[CH:29]([C:30]([Br:31])([Cl:32])[Cl:33])[Br:34].[Cl-:24].[O:7]([c:8]1[cH:9][cH:10][cH:11][cH:12][cH:13]1)[c:14]1[cH:15][c:16]([CH:17]([CH:18]=[CH2:19])[OH:20])[cH:21][cH:22][cH:23]1.[OH2:45].[cH:1]1[cH:2][cH:3][n:4][cH:5][cH:6]1.[cH:39]1[cH:40][cH:41][cH:42][cH:43][cH:44]1>>[O:7]([c:8]1[cH:9][cH:10][cH:11][cH:12][cH:13]1)[c:14]1[cH:15][c:16]([CH:17]([CH:18]=[CH2:19])[O:20][C:35]([CH:27]2[C:26]([CH3:25])([CH3:38])[CH:28]2[CH:29]([C:30]([Br:31])([Cl:32])[Cl:33])[Br:34])=[O:36])[cH:21][cH:22][cH:23]1. Reaction SMILES: [Br:19][CH2:20][c:21]1[cH:22][cH:23][cH:24][cH:25][cH:26]1.[CH2:14]1[CH2:15][NH:16][CH2:17][CH2:18]1.[CH3:1][O:2][c:3]1[cH:4][c:5]2[c:10]([cH:11][cH:12]1)[CH2:9][C:8](=[O:13])[CH2:7][CH2:6]2.[CH3:28][c:29]1[cH:30][cH:31][cH:32][cH:33][cH:34]1.[ClH:27].[OH2:35]>>[CH3:1][O:2][c:3]1[cH:4][c:5]2[c:10]([cH:11][cH:12]1)[CH:9]([CH2:20][c:21]1[cH:22][cH:23][cH:24][cH:25][cH:26]1)[C:8](=[O:13])[CH2:7][CH2:6]2. Product: COc1ccc2c(c1)CCC(=O)C2Cc1ccccc1. Starting materials: BrCc1ccccc1, C1CCNC1, COc1ccc2c(c1)CCC(=O)C2, Cc1ccccc1, Cl, O.